From a dataset of the Open Reaction Database (ORD), a public repository of structured organic reaction records. describe an organic reaction: reactants, conditions, products, and yield As a reaction SMILES: [CH3:1][O:2][C:3]1[CH:8]=[CH:7][C:6]([S:9](Cl)(=[O:11])=[O:10])=[CH:5][CH:4]=1.C(C1C=C(S(O)=O)C=CC=1)(O)=O>>[CH3:1][O:2][C:3]1[CH:4]=[CH:5][C:6]([S:9]([OH:11])=[O:10])=[CH:7][CH:8]=1. The product is COC1=CC=C(C=C1)S(=O)O (p-methoxybenzenesulfinic acid). Procedure: The starting material, p-methoxybenzenesulfinic acid was prepared from p-methoxybenzenesulfonyl chloride by a procedure similar to that described in the literature for m-carboxybenzenesulfinic acid (see Davis and Smiles) J. Chem. Soc. 97, 1274 (1910). The crude acid so obtained (30.7 g) was added to a solvent mixture consisting of 200 ml of water and 100 ml of dioxane. The pH was adjusted to ca 8.0 with dilute sodium hydroxide solution and 21.0 g of sodium bicarbonate was added. The mixture was ... Starting materials: COC1=CC=C(C=C1)S(=O)(=O)Cl (p-methoxybenzenesulfonyl chloride), C(=O)(O)C=1C=C(C=CC1)S(=O)O (m-carboxybenzenesulfinic acid). Product: CCOC(=O)C(C)c1ccc(C=C2CCCS2(=O)=O)cc1. Reaction SMILES: [Cl:1][CH:2]([c:3]1[cH:4][cH:5][c:6]([CH:9]([C:10](=[O:11])[O:12][CH2:13][CH3:14])[CH3:15])[cH:7][cH:8]1)[CH:16]1[S:17](=[O:21])(=[O:22])[CH2:18][CH2:19][CH2:20]1.[N:23]12[CH2:24][CH2:25][CH2:26][N:27]=[C:28]1[CH2:29][CH2:30][CH2:31][CH2:32][CH2:33]2.[cH:34]1[cH:35][cH:36][cH:37][cH:38][cH:39]1>>[CH:2]([c:3]1[cH:4][cH:5][c:6]([CH:9]([C:10](=[O:11])[O:12][CH2:13][CH3:14])[CH3:15])[cH:7][cH:8]1)=[C:16]1[S:17](=[O:21])(=[O:22])[CH2:18][CH2:19][CH2:20]1. The reactants are CCOC(=O)C(C)c1ccc(C(Cl)C2CCCS2(=O)=O)cc1, C1CCC2=NCCCN2CC1, c1ccccc1.